From a dataset of the Open Reaction Database (ORD), a public repository of structured organic reaction records. describe an organic reaction: reactants, conditions, products, and yield Reactants: ClCCCCC(C1=CC=C(C=C1)OC(F)(F)F)C1=NC(=NN1)NC1=CC(=C(C(=C1)F)N1N=C(N=C1)C)F (5-(5-chloro-1-(4-(trifluoromethoxy)phenyl)pentyl)-N-(3,5-difluoro-4-(3-methyl-1H-1,2,4-triazol-1-yl)phenyl)-1H-1,2,4-triazol-3-amine), [I-].[Na+] (sodium iodide), C(C)(C)N(CC)C(C)C (diisopropylethylamine). Run in CC(=O)C (acetone). Product: FC=1C=C(C=C(C1N1N=C(N=C1)C)F)NC1=NN2C(C(CCCC2)C2=CC=C(C=C2)OC(F)(F)F)=N1 (N-(3,5-difluoro-4-(3-methyl-1H-1,2,4-triazol-1-yl)phenyl)-9-(4-(trifluoromethoxy)phenyl)-6,7,8,9-tetrahydro-5H-[1,2,4]triazolo[1,5-a]azepin-2-amine). Isolated yield 34.4%. RXN SMILES: Cl[CH2:2][CH2:3][CH2:4][CH2:5][CH:6]([C:18]1[NH:22][N:21]=[C:20]([NH:23][C:24]2[CH:29]=[C:28]([F:30])[C:27]([N:31]3[CH:35]=[N:34][C:33]([CH3:36])=[N:32]3)=[C:26]([F:37])[CH:25]=2)[N:19]=1)[C:7]1[CH:12]=[CH:11][C:10]([O:13][C:14]([F:17])([F:16])[F:15])=[CH:9][CH:8]=1.[I-].[Na+].C(N(C(C)C)CC)(C)C>CC(C)=O>[F:37][C:26]1[CH:25]=[C:24]([NH:23][C:20]2[N:19]=[C:18]3[CH:6]([C:7]4[CH:12]=[CH:11][C:10]([O:13][C:14]([F:17])([F:16])[F:15])=[CH:9][CH:8]=4)[CH2:5][CH2:4][CH2:3][CH2:2][N:22]3[N:21]=2)[CH:29]=[C:28]([F:30])[C:27]=1[N:31]1[CH:35]=[N:34][C:33]([CH3:36])=[N:32]1 |f:1.2|. Procedure: A solution of 5-(5-chloro-1-(4-(trifluoromethoxy)phenyl)pentyl)-N-(3,5-difluoro-4-(3-methyl-1H-1,2,4-triazol-1-yl)phenyl)-1H-1,2,4-triazol-3-amine (1.24 g, 2.30 mmol), sodium iodide (1.72 g, 11.5 mmol), and diisopropylethylamine (2.00 mL, 11.5 mmol) in acetone (50 mL) was heated in a sealed vessel at 100° C. for 6 h. The reaction was concentrated in vacuo. The crude product was purified using silica gel column chromatography (70% EtOAc/chloroform) to afford 400 mg of the titled compound. The sol... Reactants: ClC1=NC=C(C(=N1)NC1=CC(=C(C=C1)OC)OC)F (2-chloro-N4-(3,4-dimethoxyphenyl)-5-fluoro-4-pyrimidineamine), C(C)OC1=CC=C(N)C=C1 (4-ethoxyaniline). The product is COC=1C=C(C=CC1OC)NC1=NC(=NC=C1F)NC1=CC=C(C=C1)OCC (N4-(3,4-dimethoxyphenyl)-N2-(4-ethoxyphenyl)-5-fluoro-2,4-pyrimidinediamine). As a reaction SMILES: Cl[C:2]1[N:7]=[C:6]([NH:8][C:9]2[CH:14]=[CH:13][C:12]([O:15][CH3:16])=[C:11]([O:17][CH3:18])[CH:10]=2)[C:5]([F:19])=[CH:4][N:3]=1.[CH2:20]([O:22][C:23]1[CH:29]=[CH:28][C:26]([NH2:27])=[CH:25][CH:24]=1)[CH3:21]>>[CH3:18][O:17][C:11]1[CH:10]=[C:9]([NH:8][C:6]2[C:5]([F:19])=[CH:4][N:3]=[C:2]([NH:27][C:26]3[CH:28]=[CH:29][C:23]([O:22][CH2:20][CH3:21])=[CH:24][CH:25]=3)[N:7]=2)[CH:14]=[CH:13][C:12]=1[O:15][CH3:16]. Procedure: In like manner to the preparation of N4-(3,4-ethylenedioxyphenyl)-5-fluoro-N2-(3-hydroxyphenyl)-2,4-pyrimidinediamine, the reaction of 2-chloro-N4-(3,4-dimethoxyphenyl)-5-fluoro-4-pyrimidineamine with 4-ethoxyaniline gave N4-(3,4-dimethoxyphenyl)-N2-(4-ethoxyphenyl)-5-fluoro-2,4-pyrimidinediamine. 1H NMR (CDCl3): δ 7.90 (bs, 1H), 7.37 (dd, 2H, J=2.4 and 6.3 Hz), 7.21 (d, 1H, J=2.4 Hz), 7.03 (dd, 1H, J=2.4 and 8.1 Hz), 6.86–6.80 (m, 4H), 6.65 (bs, 1H), 4.00 (q, 2H, J=7.2 Hz), 3.89 (s, 3H), 3.75 (... The reactants are Nc1cccc(OCc2nccn2Cc2cc(Cl)cc(Cl)c2)c1, ClCCl, O=C=Nc1ccccc1. The product is O=C(Nc1ccccc1)Nc1cccc(OCc2nccn2Cc2cc(Cl)cc(Cl)c2)c1. RXN SMILES: [Cl:1][c:2]1[cH:3][c:4]([CH2:5][n:6]2[c:7]([CH2:11][O:12][c:13]3[cH:14][c:15]([NH2:19])[cH:16][cH:17][cH:18]3)[n:8][cH:9][cH:10]2)[cH:20][c:21]([Cl:23])[cH:22]1.[Cl:33][CH2:34][Cl:35].[O:24]=[C:25]=[N:26][c:27]1[cH:28][cH:29][cH:30][cH:31][cH:32]1>>[Cl:1][c:2]1[cH:3][c:4]([CH2:5][n:6]2[c:7]([CH2:11][O:12][c:13]3[cH:14][c:15]([NH:19][C:25](=[O:24])[NH:26][c:27]4[cH:28][cH:29][cH:30][cH:31][cH:32]4)[cH:16][cH:17][cH:18]3)[n:8][cH:9][cH:10]2)[cH:20][c:21]([Cl:23])[cH:22]1. Starting materials: CC(=O)O[BH-](OC(C)=O)OC(C)=O, OCc1ccc(OCCc2ccccc2)cc1, COC(=O)c1ccc(C=O)cc1, CNc1ccccc1, ClCCCl, [Na+]. Product: COC(=O)c1ccc(CN(C)c2ccccc2)cc1. RXN SMILES: [C:38]([O:39][BH-:40]([O:41][C:42](=[O:43])[CH3:44])[O:45][C:46](=[O:47])[CH3:48])(=[O:49])[CH3:50].[CH2:1]([O:2][c:3]1[cH:4][cH:5][c:6]([CH2:7][OH:8])[cH:9][cH:10]1)[CH2:11][c:12]1[cH:13][cH:14][cH:15][cH:16][cH:17]1.[CH3:18][O:19][C:20]([c:21]1[cH:22][cH:23][c:24]([CH:27]=[O:28])[cH:25][cH:26]1)=[O:29].[CH3:30][NH:31][c:32]1[cH:33][cH:34][cH:35][cH:36][cH:37]1.[Cl:52][CH2:53][CH2:54][Cl:55].[Na+:51]>>[CH3:18][O:19][C:20]([c:21]1[cH:22][cH:23][c:24]([CH2:27][N:31]([CH3:30])[c:32]2[cH:33][cH:34][cH:35][cH:36][cH:37]2)[cH:25][cH:26]1)=[O:29]. The reactants are CI, CN(C)C=O, [H-], [Na+], O, CC(C)(C)OC(=O)N1CCCC(CO)C1. The product is COCC1CCCN(C(=O)OC(C)(C)C)C1. Reaction SMILES: [CH3:18][I:19].[CH3:21][N:22]([CH3:23])[CH:24]=[O:25].[H-:16].[Na+:17].[OH2:20].[OH:1][CH2:2][CH:3]1[CH2:4][N:5]([C:9](=[O:10])[O:11][C:12]([CH3:13])([CH3:14])[CH3:15])[CH2:6][CH2:7][CH2:8]1>>[O:1]([CH2:2][CH:3]1[CH2:4][N:5]([C:9](=[O:10])[O:11][C:12]([CH3:13])([CH3:14])[CH3:15])[CH2:6][CH2:7][CH2:8]1)[CH3:18]. Starting materials: C1CCOC1, CNCc1csc(C(C)C)n1, [H-], [Na+], CC(C)C(NC(=O)Oc1ccccc1)C(=O)O. The product is CC(C)c1nc(CN(C)C(=O)NC(C(=O)O)C(C)C)cs1. RXN SMILES: [CH2:31]1[O:32][CH2:33][CH2:34][CH2:35]1.[CH3:20][NH:21][CH2:22][c:23]1[n:24][c:25]([CH:28]([CH3:29])[CH3:30])[s:26][cH:27]1.[H-:2].[Na+:1].[O:3]([c:4]1[cH:5][cH:6][cH:7][cH:8][cH:9]1)[C:10](=[O:11])[NH:12][CH:13]([CH:14]([CH3:15])[CH3:16])[C:17](=[O:18])[OH:19]>>[C:10](=[O:11])([NH:12][CH:13]([CH:14]([CH3:15])[CH3:16])[C:17](=[O:18])[OH:19])[N:21]([CH3:20])[CH2:22][c:23]1[n:24][c:25]([CH:28]([CH3:29])[CH3:30])[s:26][cH:27]1. Starting materials: COC1=C(C=C2C(=N1)C(=CN2C)C2=CC=1C(=NC=CC1CNCC1CCN(CC1)C(=O)OC(C)(C)C)N2)OC (tert-butyl 4-({[2-(5,6-dimethoxy-1-methyl-1H-pyrrolo[3,2-b]pyridin-3-yl)-1H-pyrrolo[2,3-b]pyridin-4-ylmethyl]amino}methyl)piperidine-1-carboxylate), Cl (hydrochloric acid). Run in O1CCOCC1 (dioxane). Yields the product Cl.COC1=C(C=C2C(=N1)C(=CN2C)C2=CC=1C(=NC=CC1CNCC1CCNCC1)N2)OC ([2-(5,6-dimethoxy-1-methyl-1H-pyrrolo[3,2-b]pyridin-3-yl)-1H-pyrrolo[2,3-b]pyridin-4-ylmethyl]-piperidin-4-ylmethylamine hydrochloride). RXN SMILES: [CH3:1][O:2][C:3]1[N:8]=[C:7]2[C:9]([C:13]3[NH:37][C:16]4=[N:17][CH:18]=[CH:19][C:20]([CH2:21][NH:22][CH2:23][CH:24]5[CH2:29][CH2:28][N:27](C(OC(C)(C)C)=O)[CH2:26][CH2:25]5)=[C:15]4[CH:14]=3)=[CH:10][N:11]([CH3:12])[C:6]2=[CH:5][C:4]=1[O:38][CH3:39].[ClH:40]>O1CCOCC1>[ClH:40].[CH3:1][O:2][C:3]1[N:8]=[C:7]2[C:9]([C:13]3[NH:37][C:16]4=[N:17][CH:18]=[CH:19][C:20]([CH2:21][NH:22][CH2:23][CH:24]5[CH2:29][CH2:28][NH:27][CH2:26][CH2:25]5)=[C:15]4[CH:14]=3)=[CH:10][N:11]([CH3:12])[C:6]2=[CH:5][C:4]=1[O:38][CH3:39] |f:3.4|. Procedure details: The product is prepared by following the procedure described in example 51 starting with 0.115 g of tert-butyl 4-({[2-(5,6-dimethoxy-1-methyl-1H-pyrrolo[3,2-b]pyridin-3-yl)-1H-pyrrolo[2,3-b]pyridin-4-ylmethyl]amino}methyl)piperidine-1-carboxylate instead of the tert-butyl (2-{[2-(5,6-dimethoxy-1-methyl-1H-pyrrolo[3,2-b]pyridin-3-yl)-1H-pyrrolo[2,3-b]pyridin-4-ylmethyl]amino}ethyl)carbamate used in example 51 and 1.3 cm3 of 5N hydrochloric acid in dioxane. 0.101 g of [2-(5,6-dimethoxy-1-methyl-1H... Reactants: FC1=CC=C(CCC2=C(C(=O)OC)C=C(C=C2)OC)C=C1 (Methyl 2-(4-fluorophenethyl)-5-methoxybenzoate), Cl.N1=CC=CC=C1 (pyridine hydrochloride), Cl (HCl). Product: FC1=CC=C(CCC2=C(C(=O)O)C=C(C=C2)O)C=C1 (2-(4-fluorophenethyl)-5-hydroxy benzoic acid). Isolated yield 98.5%. As a reaction SMILES: [F:1][C:2]1[CH:21]=[CH:20][C:5]([CH2:6][CH2:7][C:8]2[CH:17]=[CH:16][C:15]([O:18]C)=[CH:14][C:9]=2[C:10]([O:12]C)=[O:11])=[CH:4][CH:3]=1.Cl.N1C=CC=CC=1.Cl>>[F:1][C:2]1[CH:21]=[CH:20][C:5]([CH2:6][CH2:7][C:8]2[CH:17]=[CH:16][C:15]([OH:18])=[CH:14][C:9]=2[C:10]([OH:12])=[O:11])=[CH:4][CH:3]=1 |f:1.2|. Reported procedure: Methyl 2-(4-fluorophenethyl)-5-methoxybenzoate (33.8 g, 117 mmol) and pyridine hydrochloride (170 g) were heated at 220° C. for 2 hours. The black reaction mixture was cooled, poured into 2N HCl (1 L), and the pale-brown solid extracted with ethyl acetate (2×450 ml). The extracts were washed with 2N HCl (500 ml), brine (200 ml), dried (MgSO4) and evaporated to give 2-(4-fluorophenethyl)-5-hydroxy benzoic acid (30 g, quantitative).